This data is from the Open Reaction Database (ORD), a public repository of structured organic reaction records. The task is: describe an organic reaction: reactants, conditions, products, and yield The reactants are C(C)(C)(C)OC(=O)N1[C@@H](C[C@@H](C1)CNC(C1=CC(=CC=C1)C(=O)OC)=O)C(=O)N1CSCC1 ((2S, 4R)-4-[(3-Methoxycarbonyl-benzoylamino)-methyl]-2-(thiazolidine-3-carbonyl)-pyrrolidine-1-carboxylic acid tert-butyl ester). The solvent is Cl (HCl), O1CCOCC1 (dioxane). The product is COC(C1=CC(C(=O)NC[C@@H]2CN[C@@H](C2)C(=O)N2CSCC2)=CC=C1)=O ((3S, 5S)-N-[5-(Thiazolidine-3-carbonyl)-pyrrolidin-3-ylmethyl]-isophthalamic acid methyl ester). As a reaction SMILES: C(OC([N:8]1[CH2:12][C@@H:11]([CH2:13][NH:14][C:15](=[O:26])[C:16]2[CH:21]=[CH:20][CH:19]=[C:18]([C:22]([O:24][CH3:25])=[O:23])[CH:17]=2)[CH2:10][C@H:9]1[C:27]([N:29]1[CH2:33][CH2:32][S:31][CH2:30]1)=[O:28])=O)(C)(C)C>Cl.O1CCOCC1>[CH3:25][O:24][C:22](=[O:23])[C:18]1[CH:19]=[CH:20][CH:21]=[C:16]([C:15]([NH:14][CH2:13][C@H:11]2[CH2:10][C@@H:9]([C:27]([N:29]3[CH2:33][CH2:32][S:31][CH2:30]3)=[O:28])[NH:8][CH2:12]2)=[O:26])[CH:17]=1. Procedure: A solution of Example 18A (100 mg) in 4 M HCl in dioxane (2 mL) was stirred at room temperature for 16 hours, and concentrated under reduced pressure. The residue was taken up and concentrated under reduced pressure under the following solvents, methanol (10 mL), ether (10 mL) and dichloromethane (10 mL) to provide the titled compound as a pale yellow solid. Starting materials: CSc1nnc(C(C)(C)C)[nH]1, CNC, Cc1ccccc1, O=C(Cl)Cl. Yields the product CSc1nc(C(C)(C)C)nn1C(=O)N(C)C. As a reaction SMILES: [C:1]([CH3:2])([CH3:3])([CH3:4])[c:5]1[n:6][n:7][c:8]([S:10][CH3:11])[nH:9]1.[CH3:16][NH:17][CH3:18].[CH3:19][c:20]1[cH:21][cH:22][cH:23][cH:24][cH:25]1.[Cl:12][C:13]([Cl:14])=[O:15]>>[C:1]([CH3:2])([CH3:3])([CH3:4])[c:5]1[n:6][n:7]([C:13](=[O:15])[N:17]([CH3:16])[CH3:18])[c:8]([S:10][CH3:11])[n:9]1. Starting materials: solution, Cl (hydrogen chloride), FC=1C=NC2=CC=CC=C2C1CCCC1(CCN(CC1)C(=O)OC(C)(C)C)C(=O)OCC (ethyl 4-[3-(3-fluoroquinolin-4-yl)propyl]-1-(tert-butyloxycarbonyl)piperidine-4-carboxylate). The solvent is O1CCOCC1 (dioxane), O1CCOCC1 (dioxane), C(C)OCC (diethyl ether). Conditions: temperature 20 celsius, time 18 hour. Product: FC=1C=NC2=CC=CC=C2C1CCCC1(CCNCC1)C(=O)OCC (ethyl 4-[3-(3-fluoroquinolin-4-yl)propyl]piperidine-4-carboxylate). Yield: 69.7%. As a reaction SMILES: Cl.[F:2][C:3]1[CH:4]=[N:5][C:6]2[C:11]([C:12]=1[CH2:13][CH2:14][CH2:15][C:16]1([C:29]([O:31][CH2:32][CH3:33])=[O:30])[CH2:21][CH2:20][N:19](C(OC(C)(C)C)=O)[CH2:18][CH2:17]1)=[CH:10][CH:9]=[CH:8][CH:7]=2>O1CCOCC1.C(OCC)C>[F:2][C:3]1[CH:4]=[N:5][C:6]2[C:11]([C:12]=1[CH2:13][CH2:14][CH2:15][C:16]1([C:29]([O:31][CH2:32][CH3:33])=[O:30])[CH2:21][CH2:20][NH:19][CH2:18][CH2:17]1)=[CH:10][CH:9]=[CH:8][CH:7]=2. Procedure details: 50 cm3 of a solution of hydrogen chloride in dioxane at a concentration of 4M were added cautiously to a solution of 8.7 g of ethyl 4-[3-(3-fluoroquinolin-4-yl)propyl]-1-(tert-butyloxycarbonyl)piperidine-4-carboxylate in 150 cm3 of anhydrous dioxane, and the temperature was maintained below 30° C. during the addition. After stirring for 18 hours in the region of 20° C., the suspension was diluted with 250 cm3 of diethyl ether, filtered and washed with 5 times 50 cm3 of diethyl ether, and the sol... Reactants: COC1=CC=C(C=C1)C1=NC(=NC=C1CO)SC ([4-(4-methoxyphenyl)-2-(methylsulfanyl)pyrimidin-5-yl]methanol). The reagents and catalysts are [Ni] (Raney-nickel). Run in C(C)O (ethanol). The product is COC1=CC=C(C=C1)C1=NC=NC=C1CO ([4-(4-methoxyphenyl)pyrimidin-5-yl]methanol). Isolated yield 77.3%. As a reaction SMILES: [CH3:1][O:2][C:3]1[CH:8]=[CH:7][C:6]([C:9]2[C:14]([CH2:15][OH:16])=[CH:13][N:12]=[C:11](SC)[N:10]=2)=[CH:5][CH:4]=1>[Ni].C(O)C>[CH3:1][O:2][C:3]1[CH:4]=[CH:5][C:6]([C:9]2[C:14]([CH2:15][OH:16])=[CH:13][N:12]=[CH:11][N:10]=2)=[CH:7][CH:8]=1. Procedure details: A mixture of [4-(4-methoxyphenyl)-2-(methylsulfanyl)pyrimidin-5-yl]methanol (13.5 g), Raney-nickel (96 g) and ethanol (500 mL) was heated under reflux for 2 hr. The reaction mixture was filtered, and the filtrate was concentrated under reduced pressure. The residue was purified by silica gel column chromatography (petroleum ether/ethyl acetate) to give the title compound (8.6 g). The reactants are Cl.C(=O)(O)CN(CC(=O)O)S(=O)(=O)C1=CC=C2C(=CN=C(C2=C1)NC(=N)N)Cl (N-(Carboxymethyl)-N-[(4-chloro-1-guanidino-7-isoquinolinyl)sulphonyl]glycine hydrochloride), C(=O)([O-])[O-].[K+].[K+] (K2CO3), BrCC(=O)OC(C)(C)C (t-butyl bromoacetate), C(C)(C)(C)OC(CNS(=O)(=O)C1=CC=C2C(=CN=C(C2=C1)NC(=N)N)Cl)=O (N-[(4-chloro-1-guanidino-7-isoquinolinyl)sulphonyl]glycine t-butyl ester). Run in CN(C)C=O (DMF), CCOC(=O)C (EtOAc). Run at temperature 23 celsius, time 18 hour. Yields the product C(C)(C)(C)OC(CN(S(=O)(=O)C1=CC=C2C(=CN=C(C2=C1)NC(=N)N)Cl)CC(=O)OC(C)(C)C)=O (N-(t-butoxycarbonylmethyl)-N-[(4-chloro-1-guanidino-7-isoquinolinyl)sulphonyl]glycine t-butyl ester). Yield: 57.6%. Reaction SMILES: Cl.C(CN(S(C1C=C2C(C(Cl)=CN=C2NC(N)=N)=CC=1)(=O)=O)CC(O)=O)(O)=O.C([O-])([O-])=O.[K+].[K+].Br[CH2:36][C:37]([O:39][C:40]([CH3:43])([CH3:42])[CH3:41])=[O:38].[C:44]([O:48][C:49](=[O:70])[CH2:50][NH:51][S:52]([C:55]1[CH:64]=[C:63]2[C:58]([C:59]([Cl:69])=[CH:60][N:61]=[C:62]2[NH:65][C:66]([NH2:68])=[NH:67])=[CH:57][CH:56]=1)(=[O:54])=[O:53])([CH3:47])([CH3:46])[CH3:45]>CN(C=O)C.CCOC(C)=O>[C:40]([O:39][C:37](=[O:38])[CH2:36][N:51]([CH2:50][C:49]([O:48][C:44]([CH3:47])([CH3:46])[CH3:45])=[O:70])[S:52]([C:55]1[CH:64]=[C:63]2[C:58]([C:59]([Cl:69])=[CH:60][N:61]=[C:62]2[NH:65][C:66]([NH2:68])=[NH:67])=[CH:57][CH:56]=1)(=[O:53])=[O:54])([CH3:43])([CH3:42])[CH3:41] |f:0.1,2.3.4|. Procedure details: N-(Carboxymethyl)-N-[(4-chloro-1-guanidino-7-isoquinolinyl)sulphonyl]glycine hydrochloride ##STR31## Anhydrous K2CO3 (88 mg, 0.64 mmol) and then t-butyl bromoacetate (56 μL, 0.38 mmol) were added to a stirred solution of N-[(4-chloro-1-guanidino-7-isoquinolinyl)sulphonyl]glycine t-butyl ester (132 mg, 0.33 mmol) in DMF (2.0 mL) and the mixture was stirred at 23° C. for 18 h. The mixture was diluted with EtOAc (300 mL), washed with brine (150 mL), water (200 mL), dried (MgSO4) and evaporated in v... Starting materials: OCCCCCCCC(F)(F)C(F)(F)F, O, Cc1ccc(S(=O)(=O)Cl)cc1, c1ccncc1. RXN SMILES: [F:1][C:2]([CH2:3][CH2:4][CH2:5][CH2:6][CH2:7][CH2:8][CH2:9][OH:10])([C:11]([F:12])([F:13])[F:14])[F:15].[OH2:33].[c:22]1([CH3:32])[cH:23][cH:24][c:25]([S:28](=[O:29])(=[O:30])[Cl:31])[cH:26][cH:27]1.[cH:16]1[cH:17][cH:18][n:19][cH:20][cH:21]1>>[F:1][C:2]([CH2:3][CH2:4][CH2:5][CH2:6][CH2:7][CH2:8][CH2:9][O:10][S:28]([c:25]1[cH:24][cH:23][c:22]([CH3:32])[cH:27][cH:26]1)(=[O:29])=[O:30])([C:11]([F:12])([F:13])[F:14])[F:15]. The product is Cc1ccc(S(=O)(=O)OCCCCCCCC(F)(F)C(F)(F)F)cc1.